From a dataset of the Open Reaction Database (ORD), a public repository of structured organic reaction records. describe an organic reaction: reactants, conditions, products, and yield The reactants are ClC1=CC2=C(C(=N1)O[C@H](C)[C@@H]1CC(N(C1)[C@H](C)C1=CC=C(C=C1)OC)=O)N(C=N2)C ((R)-4-((R)-1-(6-chloro-3-methyl-3H-imidazo[4,5-c]pyridin-4-yloxy)ethyl)-1-((R)-1-(4-methoxyphenyl)ethyl)pyrrolidin-2-one). Run in FC(C(=O)O)(F)F (trifluoroacetic acid). Reaction conditions: temperature 57.5 celsius. Product: ClC1=CC2=C(C(=N1)O[C@H](C)[C@@H]1CC(NC1)=O)N(C=N2)C ((R)-4-((R)-1-(6-chloro-3-methyl-3H-imidazo[4,5-c]pyridin-4-yloxy)ethyl)pyrrolidin-2-one). Reaction SMILES: [Cl:1][C:2]1[N:7]=[C:6]([O:8][C@@H:9]([C@H:11]2[CH2:15][N:14]([C@@H](C3C=CC(OC)=CC=3)C)[C:13](=[O:26])[CH2:12]2)[CH3:10])[C:5]2[N:27]([CH3:30])[CH:28]=[N:29][C:4]=2[CH:3]=1>FC(F)(F)C(O)=O>[Cl:1][C:2]1[N:7]=[C:6]([O:8][C@@H:9]([C@H:11]2[CH2:15][NH:14][C:13](=[O:26])[CH2:12]2)[CH3:10])[C:5]2[N:27]([CH3:30])[CH:28]=[N:29][C:4]=2[CH:3]=1. Procedure: (R)-4-((R)-1-(6-chloro-3-methyl-3H-imidazo[4,5-c]pyridin-4-yloxy)ethyl)-1-((R)-1-(4-methoxyphenyl)ethyl)pyrrolidin-2-one 2.05 (32 mg, 0.075 mmol) was dissolved in trifluoroacetic acid (1.1 mL) at room temperature and mixture was heated between 55-60° C. overnight. After cooling to room temperature, mixture was concentrated under reduced pressure, taken up in ethyl acetate, washed with saturated NaHCO3 (aq), and layers separated. Aqueous layer was extracted with ethyl acetate (3×) and combined or... Starting materials: [OH-].[K+] (potassium hydroxide), [OH-].[K+] (potassium hydroxide), [OH-].[K+] (potassium hydroxide), 3-oxobutylaldehyde dimethyl acetal, [OH-].[K+] (potassium hydroxide), NC1CC(CC(C1)C1=C(C=CC(=C1)F)F)=O (1-amino-5-(2,5-difluorophenyl)cyclohexan-3-one), 3-oxobutylaldehyde dimethyl acetal, C1(=CC=CC=C1)C (toluene). Solvent: C(C)O (ethanol). Reaction conditions: time 5 hour. Yields the product FC1=C(C=C(C=C1)F)C1CC(C=2C(=CC=NC2C1)C)=O (7-(2,5-difluorophenyl)-4-methyl-5,6,7,8-tetrahydroquinolin-5-one). RXN SMILES: [NH2:1][CH:2]1[CH2:7][CH:6]([C:8]2[CH:13]=[C:12]([F:14])[CH:11]=[CH:10][C:9]=2[F:15])[CH2:5][C:4](=[O:16])[CH2:3]1.[C:17]1(C)[CH:22]=CC=[CH:19][CH:18]=1.[OH-].[K+]>C(O)C>[F:15][C:9]1[CH:10]=[CH:11][C:12]([F:14])=[CH:13][C:8]=1[CH:6]1[CH2:7][C:2]2[N:1]=[CH:22][CH:17]=[C:18]([CH3:19])[C:3]=2[C:4](=[O:16])[CH2:5]1 |f:2.3|. Procedure details: A mixture of 1-amino-5-(2,5-difluorophenyl)cyclohexan-3-one (3.7 g), 3-oxobutylaldehyde dimethyl acetal (5.5 g), toluene (120 ml) and ethanol (70 ml) was stirred at 115° C. with adding potassium hydroxide powder (0.77 g). The mixture was combined with potassium hydroxide powder (0.16 g) after 30 minutes and with potassium hydroxide powder (0.16 g) and 3-oxobutylaldehyde dimethyl acetal (0.44 g) after 1 hour and further with potassium hydroxide powder (0.16 g) after 1 hour and 30 minutes, and the... The reactants are COC(=O)CCCS(=O)(=O)c1c(Cc2cccc3ccccc23)sc2c1c(=O)n(C)c(=O)n2CC(C)C, CO, Cl, [Na+], [OH-], O. The product is CC(C)Cn1c(=O)n(C)c(=O)c2c(S(=O)(=O)CCCC(=O)O)c(Cc3cccc4ccccc34)sc21. Reaction SMILES: [CH3:3][n:4]1[c:5](=[O:39])[n:6]([CH2:35][CH:36]([CH3:37])[CH3:38])[c:7]2[c:8]([c:9]1=[O:10])[c:11]([S:25](=[O:26])(=[O:27])[CH2:28][CH2:29][CH2:30][C:31](=[O:32])[O:33][CH3:34])[c:12]([CH2:14][c:15]1[cH:16][cH:17][cH:18][c:19]3[cH:20][cH:21][cH:22][cH:23][c:24]13)[s:13]2.[CH3:41][OH:42].[ClH:40].[Na+:2].[OH-:1].[OH2:43]>>[CH3:3][n:4]1[c:5](=[O:39])[n:6]([CH2:35][CH:36]([CH3:37])[CH3:38])[c:7]2[c:8]([c:9]1=[O:10])[c:11]([S:25](=[O:26])(=[O:27])[CH2:28][CH2:29][CH2:30][C:31](=[O:32])[OH:33])[c:12]([CH2:14][c:15]1[cH:16][cH:17][cH:18][c:19]3[cH:20][cH:21][cH:22][cH:23][c:24]13)[s:13]2. Reactants: CC1(CC(=O)OC(C1)=O)C (3,3-dimethylglutaric anhydride), C(C)(C)N(CC)C(C)C (diisopropylethylamine), NCCC1=CC=C(C=C1)OC(N(C1=CC=CC=C1)C)=O (N-methyl-N-phenyl-carbamic acid 4-(2-amino-ethyl)phenyl ester), C(=O)(C(F)(F)F)O (TFA), S(=O)(Cl)Cl (Thionylchloride). Run in C(Cl)Cl (CH2Cl2), C(C)O (ethanol). Conditions: time 2 hour. Yields the product CC1(CC(N(C(C1)=O)CCC1=CC=C(C=C1)OC(N(C1=CC=CC=C1)C)=O)=O)C (Methyl-phenyl-carbamic acid 4-[2-(4,4-dimethyl-2,6-dioxo-piperidin-1-yl)-ethyl]-phenyl ester). Isolated yield 23.0%. As a reaction SMILES: [CH3:1][C:2]1([CH3:10])[CH2:8][C:7](=[O:9])[O:6][C:4](=O)[CH2:3]1.C(N(C(C)C)CC)(C)C.[NH2:20][CH2:21][CH2:22][C:23]1[CH:28]=[CH:27][C:26]([O:29][C:30](=[O:39])[N:31]([CH3:38])[C:32]2[CH:37]=[CH:36][CH:35]=[CH:34][CH:33]=2)=[CH:25][CH:24]=1.C(O)(C(F)(F)F)=O.S(Cl)(Cl)=O>C(Cl)Cl.C(O)C>[CH3:10][C:2]1([CH3:1])[CH2:3][C:4](=[O:6])[N:20]([CH2:21][CH2:22][C:23]2[CH:24]=[CH:25][C:26]([O:29][C:30](=[O:39])[N:31]([CH3:38])[C:32]3[CH:33]=[CH:34][CH:35]=[CH:36][CH:37]=3)=[CH:27][CH:28]=2)[C:7](=[O:9])[CH2:8]1. Reported procedure: A solution of 3,3-dimethylglutaric anhydride (0.3 mmol), diisopropylethylamine (0.30 mmol) and N-methyl-N-phenyl-carbamic acid 4-(2-amino-ethyl)phenyl ester as its TFA salt (0.3 mmol) in CH2Cl2 (3 mL) was stirred 1 h at rt. Thionylchloride (3 mmol) was added and the mixture was stirred for 2 h at rt. Addition of ethanol (5 mL) followed by evaporation to dryness gave a crude product which was purified by flash chromatography (Quad flash 12, EtOAc-heptane 1:1). This gave the title compound in 23% ...